Dataset: the Open Reaction Database (ORD), a public repository of structured organic reaction records. Task: describe an organic reaction: reactants, conditions, products, and yield Starting materials: O=C(c1ccccc1)c1cc2cc(Br)ccc2o1, [BH3-]C#N, ClCCCl, [I-], [I-], [Na+], [Zn+2]. Yields the product Brc1ccc2oc(Cc3ccccc3)cc2c1. As a reaction SMILES: [Br:1][c:2]1[cH:3][cH:4][c:5]2[c:6]([cH:7][c:8]([C:10](=[O:11])[c:12]3[cH:13][cH:14][cH:15][cH:16][cH:17]3)[o:9]2)[cH:18]1.[C:19]([BH3-:20])#[N:21].[Cl:26][CH2:27][CH2:28][Cl:29].[I-:23].[I-:25].[Na+:22].[Zn+2:24]>>[Br:1][c:2]1[cH:3][cH:4][c:5]2[c:6]([cH:7][c:8]([CH2:10][c:12]3[cH:13][cH:14][cH:15][cH:16][cH:17]3)[o:9]2)[cH:18]1. Reactants: [H-].[Na+] (sodium hydride), C1(CCCCC1)N1C(NC2=C1C=C(C=C2)OCCOC)=O (3-cyclohexyl-1,3-dihydro-5-(2-methoxyethoxy)-2H-benzimidazol-2-one), CN(C)C=O (DMF), COC(=O)C1=CC(=C(C=C1)S(=O)(=O)Cl)OC (4-methoxycarbonyl-2-methoxybenzenesulfonyl chloride). Solvent: O (water). Run at time 30 minute. Product: C1(CCCCC1)N1C(N(C2=C1C=C(C=C2)OCCOC)S(=O)(=O)C2=C(C=C(C(=O)OC)C=C2)OC)=O (Methyl 4-[3-cyclohexyl-2,3-dihydro-5-(2-methoxyethoxy)-2-oxo-1H-benzimidazol-1-yl]sulfonyl-3-methoxybenzoate). Isolated yield 68.1%. Reaction SMILES: [H-].[Na+].[CH:3]1([N:9]2[C:13]3[CH:14]=[C:15]([O:18][CH2:19][CH2:20][O:21][CH3:22])[CH:16]=[CH:17][C:12]=3[NH:11][C:10]2=[O:23])[CH2:8][CH2:7][CH2:6][CH2:5][CH2:4]1.CN(C=O)C.[CH3:29][O:30][C:31]([C:33]1[CH:38]=[CH:37][C:36]([S:39](Cl)(=[O:41])=[O:40])=[C:35]([O:43][CH3:44])[CH:34]=1)=[O:32]>O>[CH:3]1([N:9]2[C:13]3[CH:14]=[C:15]([O:18][CH2:19][CH2:20][O:21][CH3:22])[CH:16]=[CH:17][C:12]=3[N:11]([S:39]([C:36]3[CH:37]=[CH:38][C:33]([C:31]([O:30][CH3:29])=[O:32])=[CH:34][C:35]=3[O:43][CH3:44])(=[O:41])=[O:40])[C:10]2=[O:23])[CH2:4][CH2:5][CH2:6][CH2:7][CH2:8]1 |f:0.1|. Procedure: 0.095 g of sodium hydride as a 60% dispersion in oil is added in portions to a mixture of 0.7 g of 3-cyclohexyl-1,3-dihydro-5-(2-methoxyethoxy)-2H-benzimidazol-2-one and 50 ml of DMF and the mixture is stirred for 30 minutes at RT. 0.6 g of 4-methoxycarbonyl-2-methoxybenzenesulfonyl chloride is then added and the mixture is stirred for two hours at RT. The reaction mixture is poured into a mixture of water and ice, extracted with AcOEt, washed with water and dried over Na2SO4 and the solvent is ... The reactants are CN(C)C=O, CC#N, COc1cccc2c(Cl)cc(C)nc12, NC(=O)C(N)c1ccccc1. Product: COc1cccc2c(NC(C(N)=O)c3ccccc3)cc(C)nc12. As a reaction SMILES: [CH3:26][N:27]([CH3:28])[CH:29]=[O:30].[CH3:31][C:32]#[N:33].[Cl:1][c:2]1[cH:3][c:4]([CH3:14])[n:5][c:6]2[c:7]([O:12][CH3:13])[cH:8][cH:9][cH:10][c:11]12.[NH2:15][CH:16]([C:17](=[O:18])[NH2:19])[c:20]1[cH:21][cH:22][cH:23][cH:24][cH:25]1>>[c:2]1([NH:15][CH:16]([C:17](=[O:18])[NH2:19])[c:20]2[cH:21][cH:22][cH:23][cH:24][cH:25]2)[cH:3][c:4]([CH3:14])[n:5][c:6]2[c:7]([O:12][CH3:13])[cH:8][cH:9][cH:10][c:11]12. Run at time 1 hour. Starting materials: O (Water), BrC1=CC=C(C=C1)C1=CC=C(C=C1)CO ((4′-Bromobiphenyl-4-yl)methanol), N1C=NC=C1 (imidazole), C(C)(C)(C)[Si](Cl)(C)C (tert-butyldimethylchlorosilane). RXN SMILES: [Br:1][C:2]1[CH:7]=[CH:6][C:5]([C:8]2[CH:13]=[CH:12][C:11]([CH2:14][OH:15])=[CH:10][CH:9]=2)=[CH:4][CH:3]=1.N1C=CN=C1.[C:21]([Si:25]([CH3:28])([CH3:27])Cl)([CH3:24])([CH3:23])[CH3:22].O>O1CCCC1>[Br:1][C:2]1[CH:3]=[CH:4][C:5]([C:8]2[CH:13]=[CH:12][C:11]([CH2:14][O:15][Si:25]([C:21]([CH3:24])([CH3:23])[CH3:22])([CH3:28])[CH3:27])=[CH:10][CH:9]=2)=[CH:6][CH:7]=1. Yields the product BrC1=CC=C(C=C1)C1=CC=C(C=C1)CO[Si](C)(C)C(C)(C)C ([(4′-Bromobiphenyl-4-yl)methoxy](tert-butyl)dimethylsilane). Run in O1CCCC1 (tetrahydrofuran). Isolated yield 88.9%. Procedure: (4′-Bromobiphenyl-4-yl)methanol (0.70 g, 2.7 mmol) and imidazole (0.54 g, 8.0 mmol) were dissolved in tetrahydrofuran (20 mL), and tert-butyldimethylchlorosilane (1.2 g, 8.0 mmol) was added under a nitrogen atmosphere, followed by stirring at room temperature for 1 hour. Water was added to the reaction solution, which was extracted with ethyl acetate, and subsequently washed sequentially with a saturated sodium hydrogencarbonate solution, water and a saturated aqueous sodium chloride solution. A... Starting materials: C1(CC1)CC=1C(=C(C(=O)NC)C=CC1O)O (3-(Cyclopropylmethyl)-2,4-dihydroxy-N-methylbenzamide), ICCCOC1=C(C2=C(CCC(O2)CCC(=O)OCC)C=C1)CCC (ethyl 3,4-dihydro-7-(3-iodopropoxy)-8-propyl-2H-I-benzopyran-2propanoate), C([O-])([O-])=O.[K+].[K+] (potassium carbonate), CN(C)C=O (DMF). The solvent is C(C)(=O)OCC.CCCCCC (ethyl acetate hexane), O (Water). Reaction conditions: time 8 hour. The product is C1(CC1)CC1=C(OCCCOC2=C(C3=C(CCC(O3)CCC(=O)OCC)C=C2)CCC)C=CC(=C1O)C(=O)NC (Ethyl 7-[3-[2-(cyclopropylmethyl)-3-hydroxy-4-[(methylamino)carbonyl]phenoxy]propoxy]-3,4-dihydro-8-propyl-2H-1-benzopyran-2-propanoate). Isolated yield 23.6%. As a reaction SMILES: [CH:1]1([CH2:4][C:5]2[C:6]([OH:16])=[C:7]([CH:12]=[CH:13][C:14]=2[OH:15])[C:8]([NH:10][CH3:11])=[O:9])[CH2:3][CH2:2]1.I[CH2:18][CH2:19][CH2:20][O:21][C:22]1[CH:38]=[CH:37][C:25]2[CH2:26][CH2:27][CH:28]([CH2:30][CH2:31][C:32]([O:34][CH2:35][CH3:36])=[O:33])[O:29][C:24]=2[C:23]=1[CH2:39][CH2:40][CH3:41].C(=O)([O-])[O-].[K+].[K+].CN(C=O)C>C(OCC)(=O)C.CCCCCC.O>[CH:1]1([CH2:4][C:5]2[C:6]([OH:16])=[C:7]([C:8]([NH:10][CH3:11])=[O:9])[CH:12]=[CH:13][C:14]=2[O:15][CH2:18][CH2:19][CH2:20][O:21][C:22]2[CH:38]=[CH:37][C:25]3[CH2:26][CH2:27][CH:28]([CH2:30][CH2:31][C:32]([O:34][CH2:35][CH3:36])=[O:33])[O:29][C:24]=3[C:23]=2[CH2:39][CH2:40][CH3:41])[CH2:2][CH2:3]1 |f:2.3.4,6.7|. Procedure details: The compound of Example 16 (340 mg, 1.53 mmol), ethyl 3,4-dihydro-7-(3-iodopropoxy)-8-propyl-2H-I-benzopyran-2propanoate (685 mg, 1.53 mmol), and potassium carbonate (276 mg, 2.00 mmol) were added to 2.0 ml of DMF, and the reaction mixture was stirred at room temperature overnight. Water (50 ml) was added to the reaction mixture and it was extracted four times with 30 ml aliquots of ethyl acetate. The combined ethyl acetate extracts were washed with water, then dried over magnesium sulfate, filt... Reactants: O (Water), C(C1=CC=CC=C1)NC1=C(C(=C(C(=O)OC)C(=C1F)OC)OC)F (Methyl 4-(benzylamino)-3,5-difluoro-2,6-dimethoxybenzoate), [OH-].[Na+] (Sodium hydroxide), aqueous solution, Cl (HCl). Run in C(C)O (ethanol), C(C)O (ethanol). Reaction conditions: temperature 10 celsius, time 1.5 hour. The product is C(C1=CC=CC=C1)NC1=C(C(=C(C(=O)O)C(=C1F)OC)OC)F (4-(benzylamino)-3,5-difluoro-2,6-dimethoxybenzoic acid). Yield: 84.3%. RXN SMILES: [CH2:1]([NH:8][C:9]1[C:18]([F:19])=[C:17]([O:20][CH3:21])[C:12]([C:13]([O:15]C)=[O:14])=[C:11]([O:22][CH3:23])[C:10]=1[F:24])[C:2]1[CH:7]=[CH:6][CH:5]=[CH:4][CH:3]=1.[OH-].[Na+].O.Cl>C(O)C>[CH2:1]([NH:8][C:9]1[C:10]([F:24])=[C:11]([O:22][CH3:23])[C:12]([C:13]([OH:15])=[O:14])=[C:17]([O:20][CH3:21])[C:18]=1[F:19])[C:2]1[CH:3]=[CH:4][CH:5]=[CH:6][CH:7]=1 |f:1.2|. Procedure details: Methyl 4-(benzylamino)-3,5-difluoro-2,6-dimethoxybenzoate (24.0 g) was dissolved in ethanol (75 mL) and the solution stirred and cooled to 10° C. under a nitrogen atmosphere. Sodium hydroxide, 50% aqueous solution (12.5 g, 156 mmol) was added dropwise over 10 minutes at 10° C.–15° C. followed by ethanol (10 mL). The solution was stirred at 15° C.–25° C. A thick precipitate formed. Stirring was continued for a total of 2 hours at 15° C.–25° C. The mixture was heated to 50° C.–55° C. where it was ... Starting materials: N (NH3), ClC(C(=O)Cl)F (α-chloro-α-fluoroacetyl chloride), ClC(C(=O)NC1=C(C(=O)C2=CC=CC=C2)C=C(C=C1)Cl)F (2-(α-chloro-α-fluoro-acetamido)-5-chloro-benzophenone), NC1=C(C(=O)C2=CC=CC=C2)C=C(C=C1)Cl (2-amino-5-chlorobenzophenone). Run in CS(=O)C (DMSO). Run at time 16 hour. Product: FC1C(NC2=C(C(=N1)C1=CC=CC=C1)C=C(C=C2)Cl)=O (3-fluoro-5-phenyl-7-chloro-2,3-dihydro-1H-1,4-benzodiazepin-2-one). As a reaction SMILES: N.Cl[CH:3]([F:22])[C:4]([NH:6][C:7]1[CH:20]=[CH:19][C:18]([Cl:21])=[CH:17][C:8]=1[C:9]([C:11]1[CH:16]=[CH:15][CH:14]=[CH:13][CH:12]=1)=O)=[O:5].[NH2:23]C1C=CC(Cl)=CC=1C(C1C=CC=CC=1)=O.ClC(F)C(Cl)=O>CS(C)=O>[F:22][CH:3]1[N:23]=[C:9]([C:11]2[CH:16]=[CH:15][CH:14]=[CH:13][CH:12]=2)[C:8]2[CH:17]=[C:18]([Cl:21])[CH:19]=[CH:20][C:7]=2[NH:6][C:4]1=[O:5]. Procedure details: NH3 is passed into a solution of 3.26 g. of 2-(α-chloro-α-fluoro-acetamido)-5-chloro-benzophenone, obtainable from 2-amino-5-chlorobenzophenone and α-chloro-α-fluoroacetyl chloride, in 15 ml. of DMSO at 50° for one hour. After stirring for 16 hours, the mixture is evaporated; 35 ml. of chloroform and 35 ml. of 13% NHO3 are added and the resulting salt is filtered off. The product is suspended in ethanol and neutralized with ammonia. Dilution with water gives 3-fluoro-5-phenyl-7-chloro-2,3-dihydr...